This data is from the Open Reaction Database (ORD), a public repository of structured organic reaction records. The task is: describe an organic reaction: reactants, conditions, products, and yield As a reaction SMILES: [CH3:14][c:15]1[cH:16][cH:17][cH:18][cH:19][cH:20]1.[CH3:8][NH:9][CH2:10][CH2:11][NH:12][CH3:13].[s:1]1[cH:2][c:3]([CH:6]=[O:7])[cH:4][cH:5]1>>[s:1]1[cH:2][c:3]([CH:6]2[N:9]([CH3:8])[CH2:10][CH2:11][N:12]2[CH3:13])[cH:4][cH:5]1. Starting materials: Cc1ccccc1, CNCCNC, O=Cc1ccsc1. Product: CN1CCN(C)C1c1ccsc1.